From a dataset of the Open Reaction Database (ORD), a public repository of structured organic reaction records. describe an organic reaction: reactants, conditions, products, and yield Reactants: ClC1=CC(=NC2=CC=C(C=C12)CN1C(=NC=2C1=NC(=CC2C)C)CC)C2=C(C=CC=C2)[N+](=O)[O-] (4-chloro-6-[(2-ethyl-5,7-dimethyl-3H-imidazo[4,5-b]pyridin-3-yl)methyl]-2-(nitrophenyl)quinoline), C(C)(=O)[O-].[K+] (potassium acetate), C(C)O (ethanol). The reagents and catalysts are [C].[Pd] (palladium-carbon). The solvent is O (water), C(Cl)(Cl)Cl (chloroform), C(C)(=O)OCC (ethyl acetate), O (water). Reaction conditions: temperature 60 celsius, time 3 hour. Yields the product C(C)C1=NC=2C(=NC(=CC2C)C)N1CC=1C=C2C=CC(=NC2=CC1)C1=C(N)C=CC=C1 (2-{6-[(2-ethyl-5,7-dimethyl-3H-imidazo[4,5-b]pyridin-3-yl)methyl]quinolin-2-yl}aniline). The yield is 76.1%. Reaction SMILES: C([O-])(=O)C.[K+].Cl[C:7]1[C:16]2[C:11](=[CH:12][CH:13]=[C:14]([CH2:17][N:18]3[C:22]4=[N:23][C:24]([CH3:28])=[CH:25][C:26]([CH3:27])=[C:21]4[N:20]=[C:19]3[CH2:29][CH3:30])[CH:15]=2)[N:10]=[C:9]([C:31]2[CH:36]=[CH:35][CH:34]=[CH:33][C:32]=2[N+:37]([O-])=O)[CH:8]=1.C(O)C>[C].[Pd].C(OCC)(=O)C.O.C(Cl)(Cl)Cl>[CH2:29]([C:19]1[N:18]([CH2:17][C:14]2[CH:15]=[C:16]3[C:11](=[CH:12][CH:13]=2)[N:10]=[C:9]([C:31]2[CH:36]=[CH:35][CH:34]=[CH:33][C:32]=2[NH2:37])[CH:8]=[CH:7]3)[C:22]2=[N:23][C:24]([CH3:28])=[CH:25][C:26]([CH3:27])=[C:21]2[N:20]=1)[CH3:30] |f:0.1,4.5|. Procedure: To 2.04 g of a 5% palladium-carbon catalyst, 15 ml of water containing 10.2 g of potassium acetate was added. Then, a solution of 10.18 g (21.6 mmol) of 4-chloro-6-[(2-ethyl-5,7-dimethyl-3H-imidazo[4,5-b]pyridin-3-yl)methyl]-2-(nitrophenyl)quinoline obtained in Example 4 dissolved in 30 ml of ethyl acetate and 240 ml of ethanol at 70° C. was added thereto, and the thus-prepared mixture was stirred under a hydrogen atmosphere at 60° C. for 3 hours. After adding 150 ml of chloroform and 200 ml of ...